This data is from the Open Reaction Database (ORD), a public repository of structured organic reaction records. The task is: describe an organic reaction: reactants, conditions, products, and yield Reactants: C(C)OC(=O)C1=CC=C(OCCC2=C(NC3=CC=CC=C23)C=2C=NC=CC2)C=C1 (3-[2-(4-ethoxycarbonylphenoxy)ethyl]-2-(3-pyridyl)-indole), [OH-].[Na+] (NaOH). Run in Cl (hydrochloric acid). Product: C(=O)(O)C1=CC=C(OCCC2=C(NC3=CC=CC=C23)C=2C=NC=CC2)C=C1 (3-[2-(4-carboxyphenoxy)-ethyl]-2-(3-pyridyl)-indole). As a reaction SMILES: C([O:3][C:4]([C:6]1[CH:29]=[CH:28][C:9]([O:10][CH2:11][CH2:12][C:13]2[C:21]3[C:16](=[CH:17][CH:18]=[CH:19][CH:20]=3)[NH:15][C:14]=2[C:22]2[CH:23]=[N:24][CH:25]=[CH:26][CH:27]=2)=[CH:8][CH:7]=1)=[O:5])C.[OH-].[Na+]>Cl>[C:4]([C:6]1[CH:7]=[CH:8][C:9]([O:10][CH2:11][CH2:12][C:13]2[C:21]3[C:16](=[CH:17][CH:18]=[CH:19][CH:20]=3)[NH:15][C:14]=2[C:22]2[CH:23]=[N:24][CH:25]=[CH:26][CH:27]=2)=[CH:28][CH:29]=1)([OH:5])=[O:3] |f:1.2|. Procedure details: A mixture of 4.5 g of 3-[2-(4-ethoxycarbonylphenoxy)ethyl]-2-(3-pyridyl)-indole in 220 ml of 2N hydrochloric acid is heated under reflux for 6 hours. After cooling the solution is made basic with 3N NaOH and extracted with ethyl acetate. The basic solution is filtered and acidifed to pH 6-7 with 3N NCl. The solid is collected and dried to give 3-[2-(4-carboxyphenoxy)-ethyl]-2-(3-pyridyl)-indole. Starting materials: C(C=C)O (prop-2-en-1-ol), S(=O)(Cl)Cl (thionyl chloride), ClC=1N=CC(=NC1)NC(CCC(=O)O)=O (4-[(5-chloropyrazin-2-yl)amino]-4-oxo-butanoic acid). The product is ClC=1N=CC(=NC1)NC(CCC(=O)OCC=C)=O (allyl 4-[(5-chloropyrazin-2-yl)amino]-4-oxo-butanoate). Reaction SMILES: [CH2:1](O)[CH:2]=[CH2:3].S(Cl)(Cl)=O.[Cl:9][C:10]1[N:11]=[CH:12][C:13]([NH:16][C:17](=[O:23])[CH2:18][CH2:19][C:20]([OH:22])=[O:21])=[N:14][CH:15]=1>>[Cl:9][C:10]1[N:11]=[CH:12][C:13]([NH:16][C:17](=[O:23])[CH2:18][CH2:19][C:20]([O:22][CH2:3][CH:2]=[CH2:1])=[O:21])=[N:14][CH:15]=1. Reaction conditions: time 5 minute. Procedure: To a solution of prop-2-en-1-ol (2 mL) was added dropwise thionyl chloride (3 eq, 1.7 mmol). After 5 min, 4-[(5-chloropyrazin-2-yl)amino]-4-oxo-butanoic acid A6 (prepared as described before, 0.13 g, 0.57 mmol) was added to the solution. The reaction mixture was stirred overnight at room temperature. The reaction was stopped and the solution was partitioned between ethyl acetate and water. The aqueous layer was separated and extracted with ethyl acetate (2×). The combined organic layer was washe... The reactants are [H-].[Na+] (NaH), FC1=CC=C(C=C1)C=1OC=C(N1)CO[C@H]1C[C@H](CCC1)OCC1=C(C(=O)OC)C(=CC=C1)C (Methyl cis-2-(3-(2-(4-fluorophenyl)oxazol-4-ylmethoxy)cyclohexyloxymethyl)-6-methylbenzoate), OCC1(COCOC1)CO (5-hydroxymethyl-1,3-dioxan-5-ylmethanol), [I-] (iodide). Solvent: paraffin, CN(C)C=O (DMF). Conditions: time 1 hour. Product: FC1=CC=C(C=C1)C=1OC=C(N1)COCC1(COCOC1)CO (5-(2-(4-Fluorophenyl)oxazol-4-ylmethoxymethyl)-1,3-dioxan-5-ylmethanol). RXN SMILES: [OH:1][CH2:2][C:3]1([CH2:9][OH:10])[CH2:8][O:7][CH2:6][O:5][CH2:4]1.[I-].[H-].[Na+].[F:14][C:15]1[CH:20]=[CH:19][C:18]([C:21]2[O:22][CH:23]=[C:24]([CH2:26]O[C@@H]3CCC[C@H](OCC4C=CC=C(C)C=4C(OC)=O)C3)[N:25]=2)=[CH:17][CH:16]=1>CN(C=O)C>[F:14][C:15]1[CH:16]=[CH:17][C:18]([C:21]2[O:22][CH:23]=[C:24]([CH2:26][O:1][CH2:2][C:3]3([CH2:9][OH:10])[CH2:8][O:7][CH2:6][O:5][CH2:4]3)[N:25]=2)=[CH:19][CH:20]=1 |f:2.3|. Procedure: 1.0 g (6.7 mmol) of 5-hydroxymethyl-1,3-dioxan-5-ylmethanol and 0.5 g (16.5 mmol) of 2 were dissolved in 20 ml of dry DMF. 300 mg of 55% NaH in paraffin oil were added, and the mixture was then stirred at room temperature for 1 hour. Work-up was carried out analogously to the synthesis of compound 5b. This gave 28 as a white amorphous solid. TLC (n-heptane/ethyl acetate 1:2). Rf=0.4. C16H18FNO5 (323.33) MS(ESI) 324.2 (M+H+). Reactants: BrC=1C=CC=2C3=C(N(C2C1)C)CCN(CC3)C(=O)OC(C)(C)C (tert-Butyl 8-bromo-6-methyl-1,2,4,5-tetrahydroazepino[4,5-b]indole-3(6H)-carboxylate), FC1=CC=C(CCN2CC(NCC2)=O)C=C1 (4-(4-fluorophenethyl)piperazin-2-one). Product: FC1=CC=C(CCN2CC(N(CC2)C=2C=CC=3C4=C(N(C3C2)C)CCN(CC4)C(=O)OC(C)(C)C)=O)C=C1 (tert-Butyl 8-(4-(4-fluorophenethyl)-2-oxopiperazin-1-yl)-6-methyl-1,2,4,5-tetrahydroazepino[4,5-b]indole-3(6H)-carboxylate). Isolated yield 71.6%. RXN SMILES: Br[C:2]1[CH:3]=[CH:4][C:5]2[C:6]3[CH2:16][CH2:15][N:14]([C:17]([O:19][C:20]([CH3:23])([CH3:22])[CH3:21])=[O:18])[CH2:13][CH2:12][C:7]=3[N:8]([CH3:11])[C:9]=2[CH:10]=1.[F:24][C:25]1[CH:39]=[CH:38][C:28]([CH2:29][CH2:30][N:31]2[CH2:36][CH2:35][NH:34][C:33](=[O:37])[CH2:32]2)=[CH:27][CH:26]=1>>[F:24][C:25]1[CH:26]=[CH:27][C:28]([CH2:29][CH2:30][N:31]2[CH2:36][CH2:35][N:34]([C:2]3[CH:3]=[CH:4][C:5]4[C:6]5[CH2:16][CH2:15][N:14]([C:17]([O:19][C:20]([CH3:23])([CH3:22])[CH3:21])=[O:18])[CH2:13][CH2:12][C:7]=5[N:8]([CH3:11])[C:9]=4[CH:10]=3)[C:33](=[O:37])[CH2:32]2)=[CH:38][CH:39]=1. Procedure details: tert-Butyl 8-bromo-6-methyl-1,2,4,5-tetrahydroazepino[4,5-b]indole-3(6H)-carboxylate (230 mg, 0.609 mmol) and 4-(4-fluorophenethyl)piperazin-2-one (123 mg, 0.534 mmol) were reacted following the procedure for Example 53 (step b) to provide the title compound (199 mg, 71%) as a colorless oil: ESI MS m/z 521 [M+H]+. As a reaction SMILES: [C:1]1([NH2:8])[CH:6]=[CH:5][CH:4]=[CH:3][C:2]=1[NH2:7].Cl[C:10]1[C:19]2[C:14](=[CH:15][CH:16]=[CH:17][CH:18]=2)[CH:13]=[CH:12][CH:11]=1>>[CH:4]1[C:3]2=[C:2]3[C:3]([C:10]4[C:19]5[C:14](=[CH:15][CH:16]=[CH:17][C:18]2=5)[CH:13]=[CH:12][CH:11]=4)=[CH:2][CH:1]=[CH:6][C:1]3=[CH:6][CH:5]=1.[NH:8]1[CH:1]=[CH:2][N:7]=[CH:10]1 |f:2.3|. Reported procedure: 39.2 g of perylene-3,4,9,10-tetracarboxylic acid dianhydride, 32.4 g of o-phenylenediamine and 800 ml of α-chloronaphthalene were mixed, and the mixture was reacted at 260° C. for 6 hours. After the reaction product was left to cool, deposited crystals were collected by filtration, and were then repeatedly washed with methanol, followed by heating and drying to obtain 51.1 g of an imidazole perylene compound as a mixture of the compounds of Structural formulas 1 and 2. The product thus obtained ... Starting materials: perylene-3,4,9,10-tetracarboxylic acid dianhydride, C1(=C(C=CC=C1)N)N (o-phenylenediamine), ClC1=CC=CC2=CC=CC=C12 (α-chloronaphthalene). The product is C1=CC=C2C=CC=C3C4=CC=CC5=CC=CC(C1=C23)=C45.N4C=NC=C4 (imidazole perylene). Starting materials: [N+](=O)([O-])C1=CC=C(C=C1)N1CCN(CC1)S(=O)(=O)C (4-(4-Nitrophenyl)-1-methylsulfonylpiperazine), N (ammonia). The reagents and catalysts are [Pd] (palladium on carbon). Solvent: CO (methanol), CO (methanol). Reaction conditions: time 3 hour. Yields the product CS(=O)(=O)N1CCN(CC1)C1=CC=C(C=C1)N (4-[4-(methylsulfonyl)-1-piperazinyl]benzenamine). Yield: 27.5%. Reaction SMILES: [N+:1]([C:4]1[CH:9]=[CH:8][C:7]([N:10]2[CH2:15][CH2:14][N:13]([S:16]([CH3:19])(=[O:18])=[O:17])[CH2:12][CH2:11]2)=[CH:6][CH:5]=1)([O-])=O.N>CO.[Pd]>[CH3:19][S:16]([N:13]1[CH2:12][CH2:11][N:10]([C:7]2[CH:8]=[CH:9][C:4]([NH2:1])=[CH:5][CH:6]=2)[CH2:15][CH2:14]1)(=[O:17])=[O:18]. Reported procedure: 4-(4-Nitrophenyl)-1-methylsulfonylpiperazine (3.83 g, 13.4 mmol), as prepared in Reference Example 12a above, was mixed in methanol (100 ml) and 2 M ammonia in methanol (50 ml) and 10% palladium on carbon (400 mg) was added. The mixture was hydrogenated on a Paar apparatus (50 psi) for 3 h. The reaction was allowed to cool, the catalyst was filtered, washed with methanol then washed with chloroform. The chloroform portion contained a minor amount of the desired but looked purer. The chloroform p... The reactants are [C-]#N.[C-]#N.[C-]#N.[C-]#N.[C-]#N.[C-]#N.[Co] (Potassium hexacyanocobaltate), [Cl-].[Zn+2].[Cl-] (Zinc chloride). Solvent: O (water), O (water), O (water). Run at time 10 minute. The product is [C-]#N.[C-]#N.[C-]#N.[C-]#N.[C-]#N.[C-]#N.[C-]#N.[C-]#N.[C-]#N.[C-]#N.[C-]#N.[C-]#N.[Co+3].[Co+3].[Zn+2].[Zn+2].[Zn+2] (Zinc Hexacyanocobaltate). Reaction SMILES: [C-:1]#[N:2].[C-]#N.[C-]#N.[C-]#N.[C-]#N.[C-]#N.[Co:13].[Cl-].[Zn+2:15].[Cl-]>O>[C-:1]#[N:2].[C-:1]#[N:2].[C-:1]#[N:2].[C-:1]#[N:2].[C-:1]#[N:2].[C-:1]#[N:2].[C-:1]#[N:2].[C-:1]#[N:2].[C-:1]#[N:2].[C-:1]#[N:2].[C-:1]#[N:2].[C-:1]#[N:2].[Co+3:13].[Co+3:13].[Zn+2:15].[Zn+2:15].[Zn+2:15] |f:0.1.2.3.4.5.6,7.8.9,11.12.13.14.15.16.17.18.19.20.21.22.23.24.25.26.27|. Procedure: Potassium hexacyanocobaltate (4.0 g) is dissolved in deionized water (150 mL) in a beaker. Zinc chloride (10 g) is dissolved in deionized water (15 mL) in a second beaker. The aqueous solutions are quickly combined and magnetically stirred for 10 min. The precipitated solids are isolated by centrifugation. The solids are reslurried in deionized water (100 mL) for 10 min. with stirring, and are again recovered by centrifugation. The catalyst is dried in a vacuum oven at 50° C. and 30 in. (Hg) to ... The reactants are CCCCCCC, CCOC(C)=O, O=C(NCCO)c1ccc(C2=NOC(c3cc(Cl)c(F)c(Cl)c3)(C(F)(F)F)C2)c2ccccc12, [Na+], O=C([O-])O, O. Product: O=CCNC(=O)c1ccc(C2=NOC(c3cc(Cl)c(F)c(Cl)c3)(C(F)(F)F)C2)c2ccccc12. RXN SMILES: [CH3:35][CH2:36][CH2:37][CH2:38][CH2:39][CH2:40][CH3:41].[CH3:47][CH2:48][O:49][C:50]([CH3:51])=[O:52].[Cl:1][c:2]1[cH:3][c:4]([C:10]2([C:31]([F:32])([F:33])[F:34])[CH2:11][C:12]([c:15]3[cH:16][cH:17][c:18]([C:25](=[O:26])[NH:27][CH2:28][CH2:29][OH:30])[c:19]4[cH:20][cH:21][cH:22][cH:23][c:24]34)=[N:13][O:14]2)[cH:5][c:6]([Cl:9])[c:7]1[F:8].[Na+:46].[O-:42][C:43]([OH:44])=[O:45].[OH2:53]>>[Cl:1][c:2]1[cH:3][c:4]([C:10]2([C:31]([F:32])([F:33])[F:34])[CH2:11][C:12]([c:15]3[cH:16][cH:17][c:18]([C:25](=[O:26])[NH:27][CH2:28][CH:29]=[O:30])[c:19]4[cH:20][cH:21][cH:22][cH:23][c:24]34)=[N:13][O:14]2)[cH:5][c:6]([Cl:9])[c:7]1[F:8]. RXN SMILES: [CH3:2][c:3]1[cH:4][cH:5][c:6]([S:7]([O:8][CH2:13][CH:14]2[O:15][c:16]3[c:17]([cH:19][c:20](-[c:24]4[c:25]([Cl:30])[cH:26][cH:27][cH:28][cH:29]4)[cH:21][c:22]3[F:23])[CH2:18]2)(=[O:9])=[O:10])[cH:11][cH:12]1.[CH3:31][NH2:32].[ClH:1]>>[CH2:13]([CH:14]1[O:15][c:16]2[c:17]([cH:19][c:20](-[c:24]3[c:25]([Cl:30])[cH:26][cH:27][cH:28][cH:29]3)[cH:21][c:22]2[F:23])[CH2:18]1)[NH:32][CH3:31]. Reactants: Cc1ccc(S(=O)(=O)OCC2Cc3cc(-c4ccccc4Cl)cc(F)c3O2)cc1, CN, Cl. Product: CNCC1Cc2cc(-c3ccccc3Cl)cc(F)c2O1. Reactants: CC=1NC(=C(C(C1C(=O)OC)C1=C(C=CC=C1)[N+](=O)[O-])C(=O)OC)C (dimethyl 2,6-dimethyl-4-(2-nitrophenyl)-1,4-dihydropyridine-3,5-dicarboxylate), N1=CC=CC=C1 (pyridine), pyridinium bromide perbromide. Solvent: C(Cl)(Cl)Cl (chloroform), C(Cl)(Cl)Cl (chloroform). Reaction conditions: temperature 0 celsius, time 30 minute. Product: CC1=C(C(C2=C(N1)COC2=O)C2=C(C=CC=C2)[N+](=O)[O-])C(=O)OC (methyl 2-methyl-4-(2-nitrophenyl)-5-oxo-1,4,5,7-tetrahydrofuro-[3,4-b]-pyridine-3-carboxylate). Isolated yield 23.6%. As a reaction SMILES: C1C=C[NH+]=CC=1.Br[Br-]Br.[CH3:10][C:11]1[NH:12][C:13](C)=[C:14]([C:30]([O:32][CH3:33])=[O:31])[CH:15]([C:21]2[CH:26]=[CH:25][CH:24]=[CH:23][C:22]=2[N+:27]([O-:29])=[O:28])[C:16]=1[C:17]([O:19][CH3:20])=[O:18].N1C=CC=CC=1>C(Cl)(Cl)Cl>[CH3:10][C:11]1[NH:12][C:13]2[CH2:33][O:32][C:30](=[O:31])[C:14]=2[CH:15]([C:21]2[CH:26]=[CH:25][CH:24]=[CH:23][C:22]=2[N+:27]([O-:29])=[O:28])[C:16]=1[C:17]([O:19][CH3:20])=[O:18] |f:0.1|. Reported procedure: In a similar manner, 2.77 grams of 80 percent pyridinium bromide perbromide (6.93 millimoles) was added in one portion to a cooled to 0° C. solution of 2.00 grams (5.77 millimoles) of dimethyl 2,6-dimethyl-4-(2-nitrophenyl)-1,4-dihydropyridine-3,5-dicarboxylate (nifedipine), and 0.81 milliliter of pyridine in 40 milliliters of chloroform. The resulting mixture was stirred at 0° C. for 30 minutes, at reflux temperature for 90 minutes, allowed to cool to room temperature, diluted with chloroform, ...